From a dataset of the Open Reaction Database (ORD), a public repository of structured organic reaction records. describe an organic reaction: reactants, conditions, products, and yield Reactants: NC1=C(C(=NO1)C1=CC=C(C=C1)OC(F)(F)F)C(=O)O (5-amino-3-(4-(trifluoromethoxy)phenyl)isoxazol-4-carboxylic acid), Cl.C(C)N=C=NCCCN(C)C (1-ethyl-3-(dimethylaminopropyl)carbodiimide hydrochloride), COC=1C=C(C=CC1)N1CCNCC1 (1-(3-methoxyphenyl)piperazine). Run in ClCCl (dichloromethane). Yields the product NC1=C(C(=NO1)C1=CC=C(C=C1)OC(F)(F)F)C(=O)N1CCN(CC1)C1=CC(=CC=C1)OC ((5-amino-3-(4-(trifluoromethoxy)phenyl)isoxazol-4-yl)(4-(3-methoxyphenyl)piperazine-1-yl)methanone). Yield: 69.0%. RXN SMILES: [NH2:1][C:2]1[O:6][N:5]=[C:4]([C:7]2[CH:12]=[CH:11][C:10]([O:13][C:14]([F:17])([F:16])[F:15])=[CH:9][CH:8]=2)[C:3]=1[C:18]([OH:20])=O.Cl.C(N=C=NCCCN(C)C)C.[CH3:33][O:34][C:35]1[CH:36]=[C:37]([N:41]2[CH2:46][CH2:45][NH:44][CH2:43][CH2:42]2)[CH:38]=[CH:39][CH:40]=1>ClCCl>[NH2:1][C:2]1[O:6][N:5]=[C:4]([C:7]2[CH:12]=[CH:11][C:10]([O:13][C:14]([F:17])([F:15])[F:16])=[CH:9][CH:8]=2)[C:3]=1[C:18]([N:44]1[CH2:43][CH2:42][N:41]([C:37]2[CH:38]=[CH:39][CH:40]=[C:35]([O:34][CH3:33])[CH:36]=2)[CH2:46][CH2:45]1)=[O:20] |f:1.2|. Reported procedure: In a similar manner as described in Example 1, by using dichloromethane (30 mL), 5-amino-3-(4-(trifluoromethoxy)phenyl)isoxazol-4-carboxylic acid (530 mg, 1.84 mmol), 1-ethyl-3-(dimethylaminopropyl)carbodiimide hydrochloride (388 mg, 2.02 mmol) and 1-(3-methoxyphenyl)piperazine (354 mg, 1.84 mmol), a white solid required compound (588 mg, 1.27 mmol, 69%) was obtained. The reactants are O=c1c2ccc(Br)cc2cnn1CCN1CCOCC1, CC(=O)[O-], CC(=O)[O-], C=Cc1ccc(OC)cc1, CC#N, CS(C)=O, CC(C)N(CCCl)C(C)C, CC(C)O, Cl, Cl, ClCCN1CCOCC1, [Pd+2], Cc1ccccc1P(c1ccccc1C)c1ccccc1C. Yields the product Br, COc1ccc(C=Cc2ccc3c(=O)n(CCN4CCOCC4)ncc3c2)cc1. Reaction SMILES: [Br:1][c:2]1[cH:3][c:4]2[cH:5][n:6][n:7]([CH2:13][CH2:14][N:15]3[CH2:16][CH2:17][O:18][CH2:19][CH2:20]3)[c:8](=[O:12])[c:9]2[cH:10][cH:11]1.[C:78]([O-:79])(=[O:80])[CH3:81].[C:83]([O-:84])(=[O:85])[CH3:86].[CH3:42][O:43][c:44]1[cH:45][cH:46][c:47]([CH:48]=[CH2:49])[cH:50][cH:51]1.[CH3:87][C:88]#[N:89].[CH3:90][S:91]([CH3:92])=[O:93].[CH:32]([N:33]([CH:34]([CH3:35])[CH3:36])[CH2:37][CH2:38][Cl:39])([CH3:40])[CH3:41].[CH:74]([OH:75])([CH3:76])[CH3:77].[ClH:21].[ClH:31].[O:22]1[CH2:23][CH2:24][N:25]([CH2:26][CH2:27][Cl:28])[CH2:29][CH2:30]1.[Pd+2:82].[c:52]1([CH3:53])[cH:54][cH:55][cH:56][cH:57][c:58]1[P:59]([c:60]1[cH:61][cH:62][cH:63][cH:64][c:65]1[CH3:66])[c:67]1[cH:68][cH:69][cH:70][cH:71][c:72]1[CH3:73]>>[BrH:1].[c:2]1([CH:49]=[CH:48][c:47]2[cH:46][cH:45][c:44]([O:43][CH3:42])[cH:51][cH:50]2)[cH:3][c:4]2[cH:5][n:6][n:7]([CH2:13][CH2:14][N:15]3[CH2:16][CH2:17][O:18][CH2:19][CH2:20]3)[c:8](=[O:12])[c:9]2[cH:10][cH:11]1.